This data is from the Open Reaction Database (ORD), a public repository of structured organic reaction records. The task is: describe an organic reaction: reactants, conditions, products, and yield The reactants are ClC=1C=C2CCC(CC2=CC1Cl)=O (6,7-dichloro-3,4-dihydro-2(1H)-naphthalenone), C1(=CC=C(C=C1)S(=O)(=O)O)C (p-toluenesulfonic acid), N1CCCC1 (pyrrolidine). Run in N1=CC=CC=C1 (pyridine). Yields the product ClC=1C=C2CCC(=CC2=CC1Cl)N1CCCC1 (1-(6,7-dichloro-3,4-dihydro-2naphthyl)pyrrolidine). Reaction SMILES: [Cl:1][C:2]1[CH:3]=[C:4]2[C:9](=[CH:10][C:11]=1[Cl:12])[CH2:8][C:7](=O)[CH2:6][CH2:5]2.C1(C)C=CC(S(O)(=O)=O)=CC=1.[NH:25]1[CH2:29][CH2:28][CH2:27][CH2:26]1>N1C=CC=CC=1>[Cl:1][C:2]1[CH:3]=[C:4]2[C:9](=[CH:10][C:11]=1[Cl:12])[CH:8]=[C:7]([N:25]1[CH2:29][CH2:28][CH2:27][CH2:26]1)[CH2:6][CH2:5]2. Procedure: 9.00 g (0.042 mol) of 6,7-dichloro-3,4-dihydro-2(1H)-naphthalenone and 0.3 g of p-toluenesulfonic acid are dissolved in 200 ml of pyridine, 3.5 ml (0.042 mol) of pyrrolidine are added dropwise and the mixture is boiled under reflux for 2 hours. Distillation of the solvent in a vacuum, addition of 200 ml of ether and filtering off the crystals formed yields 1-(6,7-dichloro-3,4-dihydro-2naphthyl)pyrrolidine with melting point 141°-142°. Starting materials: COC(=O)C=1C=C(CN2CCN(CC2)C(=O)OC(C)(C)C)C=CC1 (Tert-butyl 4-(3-(methoxycarbonyl)benzyl)piperazine-1-carboxylate), ClCCl.FC(C(=O)O)(F)F (dichloromethane trifluoroacetic acid). Product: FC(C(=O)O)(F)F.FC(C(=O)O)(F)F.N1(CCNCC1)CC=1C=C(C(=O)OC)C=CC1 (Methyl 3-(piperazin-1-ylmethyl)benzoate bis(2,2,2-trifluoroacetate)). RXN SMILES: [CH3:1][O:2][C:3]([C:5]1[CH:6]=[C:7]([CH:22]=[CH:23][CH:24]=1)[CH2:8][N:9]1[CH2:14][CH2:13][N:12](C(OC(C)(C)C)=O)[CH2:11][CH2:10]1)=[O:4].ClCCl.[F:28][C:29]([F:34])([F:33])[C:30]([OH:32])=[O:31]>>[F:28][C:29]([F:34])([F:33])[C:30]([OH:32])=[O:31].[F:28][C:29]([F:34])([F:33])[C:30]([OH:32])=[O:31].[N:9]1([CH2:8][C:7]2[CH:6]=[C:5]([CH:24]=[CH:23][CH:22]=2)[C:3]([O:2][CH3:1])=[O:4])[CH2:14][CH2:13][NH:12][CH2:11][CH2:10]1 |f:1.2,3.4.5|. Procedure: Tert-butyl 4-(3-(methoxycarbonyl)benzyl)piperazine-1-carboxylate (1.25 g, 3.74 mmol) was stirred with a 4/1 solution of dichloromethane/trifluoroacetic acid (20 mL) for 1 hour at room temperature. The solution was then concentrated under vacuum to afford the title compound (1.73 g). MS (ESI) m/z 235.1 [M+H]+